This data is from the Open Reaction Database (ORD), a public repository of structured organic reaction records. The task is: describe an organic reaction: reactants, conditions, products, and yield The reactants are [I-].[Na+] (Sodium iodide), CS(=O)(=O)OCCCCCC(C(F)(F)F)(F)F (1-methanesulfonyloxy-6,6,7,7,7-pentafluoroheptane), O (Water). Solvent: CC(=O)C (acetone). Product: ICCCCCC(C(F)(F)F)(F)F (1-iodo-6,6,7,7,7-pentafluoroheptane). Yield: 85.8%. As a reaction SMILES: [I-:1].[Na+].CS(O[CH2:8][CH2:9][CH2:10][CH2:11][CH2:12][C:13]([F:19])([F:18])[C:14]([F:17])([F:16])[F:15])(=O)=O.O>CC(C)=O>[I:1][CH2:8][CH2:9][CH2:10][CH2:11][CH2:12][C:13]([F:19])([F:18])[C:14]([F:17])([F:16])[F:15] |f:0.1|. Procedure details: Sodium iodide (27.37 g, 182.58 mmol) was added to a solution of 1-methanesulfonyloxy-6,6,7,7,7-pentafluoroheptane (17.3 g, 60.86 mmol) in acetone (500 ml), followed by heating under reflux for 12 hours. Water was added to the reaction mixture, which was then extracted twice with ether. The combined organic layers were washed with 1% aqueous sodium thiosulfate and saturated aqueous sodium chloride, and then dried over anhydrous magnesium sulfate. The solvent was distilled off to give 1-iodo-6,6,7...